This data is from the Open Reaction Database (ORD), a public repository of structured organic reaction records. The task is: describe an organic reaction: reactants, conditions, products, and yield Reactants: FC1=CC=C(C=C1)[Mg]Br (4-fluorophenylmagnesium bromide), FC1=CC=C(C=C1)Br (4-fluorobromobenzene), [Mg] (magnesium), [NH4+].[Cl-] (NH4Cl), ice, C(C(C)(C)C)(=O)Cl (Pivaloylchloride), C(#N)C=1C=C2COC(=O)C2=CC1 (5-cyanophthalid). The solvent is C(C)OCC (Diethylether), CCOC(=O)C.CCCCCCC (EtOAc n-Heptane), C1CCOC1 (THF), C1CCOC1 (THF). Reaction conditions: time 8 hour. Product: C(#N)C=1C=CC(=C(COC(C(C)(C)C)=O)C1)C(=O)C1=CC=C(C=C1)F (2,2-Dimethyl-propionic Acid 5-Cyano-2-[1-(4-fluoro-phenyl)-methanoyl]-benzyl Ester). RXN SMILES: [F:1][C:2]1[CH:7]=[CH:6][C:5]([Mg]Br)=[CH:4][CH:3]=1.FC1C=CC(Br)=CC=1.[Mg].[C:19]([C:21]1[CH:22]=[C:23]2[C:28](=[CH:29][CH:30]=1)[C:26](=[O:27])[O:25][CH2:24]2)#[N:20].[C:31](Cl)(=[O:36])[C:32]([CH3:35])([CH3:34])[CH3:33].[NH4+].[Cl-]>C1COCC1.CCOC(C)=O.CCCCCCC.C(OCC)C>[C:19]([C:21]1[CH:30]=[CH:29][C:28]([C:26]([C:5]2[CH:6]=[CH:7][C:2]([F:1])=[CH:3][CH:4]=2)=[O:27])=[C:23]([CH:22]=1)[CH2:24][O:25][C:31](=[O:36])[C:32]([CH3:35])([CH3:34])[CH3:33])#[N:20] |f:5.6,8.9|. Procedure: A solution of 4-fluorophenylmagnesium bromide, prepared from 4-fluorobromobenzene (19.2 g, 0.11 mol) and magnesium turnings (3.2 g, 0.13 mol) in dry THF (100 mL), was added dropwise to a suspension of 5-cyanophthalid (15.9 g, 0.1 mol) in dry THF (150 mL). The temperature was kept below 5° C. After the addition was complete, the reaction mixture was stirred overnight at room temperature. Pivaloylchloride (13.3 g, 0.11 mol) was added to the reaction mixture and the temperature was raised to 60° C....